From a dataset of the Open Reaction Database (ORD), a public repository of structured organic reaction records. describe an organic reaction: reactants, conditions, products, and yield Starting materials: OCC(O)CO (glycerol), OCC(O)CO (glycerol). The reagents and catalysts are Cu. The solvent is O (water). Product: OCC(C)=O (hydroxyacetone), C(C(C)O)O (1,2-propylene glycol). Reaction SMILES: [OH:1][CH2:2][CH:3]([CH2:5]O)[OH:4]>O>[OH:1][CH2:2][C:3](=[O:4])[CH3:5].[CH2:2]([OH:1])[CH:3]([OH:4])[CH3:5]. Procedure: 20 wt % glycerol was dehydrated at nitrogen ambient pressure at 220° C. using 80 g of water as solvent. 1 g of 50% Cu+50% Zr catalyst of nano size catalyzed the reaction to give glycerol conversion of 20% with 87% selectivity to hydroxyacetone and 13% to 1,2-propylene glycol. Reactants: CC(C)=O, COc1cc(C=O)cc([N+](=O)[O-])c1OC, [K+], O=[Mn](=O)(=O)[O-], O. Product: COc1cc(C(=O)O)cc([N+](=O)[O-])c1OC. As a reaction SMILES: [CH3:23][C:24](=[O:25])[CH3:26].[CH3:7][O:8][c:9]1[cH:10][c:11]([CH:12]=[O:13])[cH:14][c:15]([N+:19](=[O:20])[O-:21])[c:16]1[O:17][CH3:18].[K+:6].[Mn:1](=[O:2])([O-:3])(=[O:4])=[O:5].[OH2:22]>>[OH:2][C:12]([c:11]1[cH:10][c:9]([O:8][CH3:7])[c:16]([O:17][CH3:18])[c:15]([N+:19](=[O:20])[O-:21])[cH:14]1)=[O:13]. Reactants: AG 501-X8, resin, NCC(=O)N[C@@H](C)C(=O)N[C@H](C)C(=O)NCC(=O)NCC(=O)O.Cl (Gly-Ala-DAla-Gly-Gly.HCl), Example 33D, C=1C=CC(=CC1)P(=O)(C=2C=CC=CC2)N=[N+]=[N-] (DPPA). Run in O (water), CN(C)C=O (DMF). Reaction conditions: temperature -25 celsius, time 48 hour. Yields the product N1CC(=O)N[C@@H](C)C(=O)N[C@H](C)C(=O)NCC(=O)NCC1=O (cyclo-(Gly-Ala-DAla-Gly-Gly-)). Isolated yield 60.0%. As a reaction SMILES: [NH2:1][CH2:2][C:3]([NH:5][C@H:6]([C:8]([NH:10][C@@H:11]([C:13]([NH:15][CH2:16][C:17]([NH:19][CH2:20][C:21]([OH:23])=O)=[O:18])=[O:14])[CH3:12])=[O:9])[CH3:7])=[O:4].Cl.C1C=CC(P(N=[N+]=[N-])(C2C=CC=CC=2)=O)=CC=1>CN(C=O)C.O>[NH:1]1[C:21](=[O:23])[CH2:20][NH:19][C:17](=[O:18])[CH2:16][NH:15][C:13](=[O:14])[C@@H:11]([CH3:12])[NH:10][C:8](=[O:9])[C@H:6]([CH3:7])[NH:5][C:3](=[O:4])[CH2:2]1 |f:0.1|. Procedure details: This compound was synthesized by the method of Veber, D. F. et al, J. Org. Chem., 44, 3101-5 (1979). To a solution of Gly-Ala-DAla-Gly-Gly.HCl prepared as in Example 33D (12.9 g, 35.0 mmol) in anhydrous DMF (4400 ml) was added enough TEA to adjust the pH to ~8 (measured by spotting the reaction mixture on moistened Hydrion paper) and the resulting mixture was cooled to -25° C. To this mixture was added DPPA (9.20 ml, 43.0 mmol) dropwise over 5 min. The reaction was stored at -25° C. (internal te... Starting materials: C([C@@H]1[C@H]([C@@H]([C@H]([C@H](O1)O[C@@H]2[C@H](O[C@H]([C@@H]([C@H]2O)O)O)CO)O)O)O)O (maltose), graphite, C([C@@H]1[C@H]([C@@H]([C@H]([C@H](O1)O[C@@H]2[C@H](O[C@H]([C@@H]([C@H]2O)O)O)CO)O)O)O)O (maltose), maltose Calcium carbonate, [Br-].[Ca+2].[Br-] (calcium bromide), C([C@@H]1[C@H]([C@@H]([C@H]([C@H](O1)O[C@@H]2[C@H](O[C@H]([C@@H]([C@H]2O)O)O)CO)O)O)O)O (Maltose), O (water). Reaction conditions: temperature 8 celsius, time 8 hour. Product: C([C@@H]1[C@H]([C@@H]([C@H]([C@@H](O1)O[C@H]([C@@H](CO)O)[C@@H]([C@H](C(=O)O)O)O)O)O)O)O (cellobionic acid), C([C@@H]1[C@H]([C@@H]([C@H]([C@@H](O1)O[C@@H]2[C@H](O[C@H]([C@@H]([C@H]2O)O)O)CO)O)O)O)O (cellobiose). Reaction SMILES: [CH2:1]([OH:23])[C@H:2]1[O:7][C@H:6]([O:8][C@H:9]2[C@H:14]([OH:15])[C@@H:13]([OH:16])[C@H:12]([OH:17])[O:11][C@@H:10]2[CH2:18][OH:19])[C@H:5]([OH:20])[C@@H:4]([OH:21])[C@@H:3]1[OH:22].[Br-].[Ca+2].[Br-].[OH2:27]>>[CH2:1]([OH:23])[C@H:2]1[O:7][C@@H:6]([O:8][C@@H:9]([C@H:14]([OH:15])[C@@H:13]([OH:16])[C:12]([OH:17])=[O:11])[C@H:10]([OH:27])[CH2:18][OH:19])[C@H:5]([OH:20])[C@@H:4]([OH:21])[C@@H:3]1[OH:22].[CH2:1]([OH:23])[C@H:2]1[O:7][C@@H:6]([O:8][C@H:9]2[C@H:14]([OH:15])[C@@H:13]([OH:16])[C@H:12]([OH:17])[O:11][C@@H:10]2[CH2:18][OH:19])[C@H:5]([OH:20])[C@@H:4]([OH:21])[C@@H:3]1[OH:22] |f:1.2.3|. Procedure details: Maltose (1 kg, 2.92 moles) is dissolved into 3.8 , l deionized water with heating, in the range of about 40° C. to 60° C. , or sufficient to dissolve the maltose Calcium carbonate (381 g, 3.81 moles) and calcium bromide (51 g, 0.26 mole) are added with mixing. The solution is poured into an electrolysis chamber equipped with a cooling loop and cooled. Six volts DC are applied to opposite graphite electrodes. At 8 hour intervals, the potential is reversed. After 24 h, maltose (1 kg, 2.92 moles) i... Reactants: FC=1C=CC=C2C(C(NC12)=O)C1=NC(=NC(=N1)OC)C (7-Fluoro-3-(4-methoxy-6-methyl-1,3,5-triazin-2-yl)-1,3-dihydro-2H-indol-2-one), CN1C=NC=C1 (1-methyl-1H-imidazole), CN1C=NC=C1 (1-methyl-1H-imidazole), FC(S(=O)(=O)Cl)F (difluoromethanesulfonyl chloride), FC(S(=O)(=O)Cl)F (difluoromethanesulfonyl chloride), O (water). Solvent: ClCCl (dichloromethane). Reaction conditions: temperature 0 celsius, time 5 hour. The product is FC(S(=O)(=O)N1C(C(C2=CC=CC(=C12)F)C1=NC(=NC(=N1)OC)C)=O)F (1-[(difluoromethyl)sulfonyl]-7-fluoro-3-(4-methoxy-6-methyl-1,3,5-triazin-2-yl)-1,3-dihydro-2H-indol-2-one). RXN SMILES: [F:1][C:2]1[CH:3]=[CH:4][CH:5]=[C:6]2[C:10]=1[NH:9][C:8](=[O:11])[CH:7]2[C:12]1[N:17]=[C:16]([O:18][CH3:19])[N:15]=[C:14]([CH3:20])[N:13]=1.CN1C=CN=C1.[F:27][CH:28]([F:33])[S:29](Cl)(=[O:31])=[O:30].O>ClCCl>[F:27][CH:28]([F:33])[S:29]([N:9]1[C:10]2[C:6](=[CH:5][CH:4]=[CH:3][C:2]=2[F:1])[CH:7]([C:12]2[N:17]=[C:16]([O:18][CH3:19])[N:15]=[C:14]([CH3:20])[N:13]=2)[C:8]1=[O:11])(=[O:31])=[O:30]. Procedure: 7-Fluoro-3-(4-methoxy-6-methyl-1,3,5-triazin-2-yl)-1,3-dihydro-2H-indol-2-one (1.20 g) and 1-methyl-1H-imidazole (0.97 g) are introduced as initial charge in 10 ml of dichloromethane and cooled to 0° C. under nitrogen. With stirring, difluoromethanesulfonyl chloride (1.21 g) is added in 2 portions and the mixture is warmed to room temperature. After 5 hours, 1-methyl-1H-imidazole (0.32 g) and difluoromethanesulfonyl chloride (0.61 g) are added and the mixture is stirred for 16 hours. After addin...